Dataset: the Open Reaction Database (ORD), a public repository of structured organic reaction records. Task: describe an organic reaction: reactants, conditions, products, and yield Starting materials: FC(C1=CC=C(C=C1)C1=CN=CC(=N1)OC1=CC=CC2=C1N=C(S2)N)(F)F (4-[6-(4-trifluoromethyl-phenyl)-pyrazin-2-yloxy]-benzothiazol-2-ylamine), C(C)(=O)OC(C)=O (acetic anhydride). The solvent is N1=CC=CC=C1 (pyridine). Yields the product FC(C1=CC=C(C=C1)C1=CN=CC(=N1)OC1=CC=CC2=C1N=C(S2)NC(C)=O)(F)F (N-{4-[6-(4-trifluoromethyl-phenyl)-pyrazin-2-yloxy]-benzothiazol-2-yl}-acetamide). RXN SMILES: [F:1][C:2]([F:27])([F:26])[C:3]1[CH:8]=[CH:7][C:6]([C:9]2[N:14]=[C:13]([O:15][C:16]3[C:21]4[N:22]=[C:23]([NH2:25])[S:24][C:20]=4[CH:19]=[CH:18][CH:17]=3)[CH:12]=[N:11][CH:10]=2)=[CH:5][CH:4]=1.[C:28](OC(=O)C)(=[O:30])[CH3:29]>N1C=CC=CC=1>[F:27][C:2]([F:26])([F:1])[C:3]1[CH:8]=[CH:7][C:6]([C:9]2[N:14]=[C:13]([O:15][C:16]3[C:21]4[N:22]=[C:23]([NH:25][C:28](=[O:30])[CH3:29])[S:24][C:20]=4[CH:19]=[CH:18][CH:17]=3)[CH:12]=[N:11][CH:10]=2)=[CH:5][CH:4]=1. Reported procedure: A solution of 4-[6-(4-trifluoromethyl-phenyl)-pyrazin-2-yloxy]-benzothiazol-2-ylamine (42 mg, 0.11 mmol), acetic anhydride (50 uL, 0.53 mmol) and pyridine (2 mL) was heated at 70° C. for 18 h. The solution was concentrated under a N2 stream and the resulting solid was purified by prep LC (10-90% CH3CN/H2O modified with 0.1% TFA) to give N-{4-[6-(4-trifluoromethyl-phenyl)-pyrazin-2-yloxy]-benzothiazol-2-yl}-acetamide as a white solid [MS (ESI, pos. ion) m/z: 431 (M+1)]. Starting materials: C(C)OC(=O)C1=NNC=C1[N+](=O)[O-] (4-nitro-1H-pyrazole-3-carboxylic acid ethyl ester), FC(CCI)(F)F (1,1,1-trifluoro-3-iodo-propane). Product: C(C)OC(=O)C=1N(N=CC1[N+](=O)[O-])CCC(F)(F)F (4-nitro-2-(3,3,3-trifluoropropyl)-2H-pyrazole-3-carboxylic acid ethyl ester). Isolated yield 31.0%. Reaction SMILES: [CH2:1]([O:3][C:4]([C:6]1[C:10]([N+:11]([O-:13])=[O:12])=[CH:9][NH:8][N:7]=1)=[O:5])[CH3:2].[F:14][C:15]([F:20])([F:19])[CH2:16][CH2:17]I>>[CH2:1]([O:3][C:4]([C:6]1[N:7]([CH2:17][CH2:16][C:15]([F:20])([F:19])[F:14])[N:8]=[CH:9][C:10]=1[N+:11]([O-:13])=[O:12])=[O:5])[CH3:2]. Reported procedure: The product was obtained according to the method described in example 4, step 2 starting from 4-nitro-1H-pyrazole-3-carboxylic acid ethyl ester and 1,1,1-trifluoro-3-iodo-propane as a mixture of regioisomers which were separated by silica gel chromatography using a heptane/ethyl acetate gradient to yield 68 mg (15%) of the desired regioisomer and 141 mg (31%) of 4-nitro-2-(3,3,3-trifluoropropyl)-2H-pyrazole-3-carboxylic acid ethyl ester. The reactants are NCC1=NN(C(C2=CC=CC=C12)=O)NC(CC1=CC=C(C=C1)Cl)=O (N-[4-(aminomethyl)-1-oxophthalazin-2(1H)-yl]-2-(4-chlorophenyl)acetamide), COC(=O)N[C@H](C(=O)O)C(C)C ((S)-2-(methoxycarbonylamino)-3-methylbutanoic acid). The product is COC(N[C@H](C(=O)NCC1=NN(C(C2=CC=CC=C12)=O)NC(CC1=CC=C(C=C1)Cl)=O)C(C)C)=O (methyl[(2S)-1-{[(3-{[(4-chlorophenyl)acetyl]amino}-4-oxo-3,4-dihydrophthalazin-1-yl)methyl]amino}-3-methyl-1-oxobutan-2-yl]carbamate). RXN SMILES: [NH2:1][CH2:2][C:3]1[C:12]2[C:7](=[CH:8][CH:9]=[CH:10][CH:11]=2)[C:6](=[O:13])[N:5]([NH:14][C:15](=[O:24])[CH2:16][C:17]2[CH:22]=[CH:21][C:20]([Cl:23])=[CH:19][CH:18]=2)[N:4]=1.[CH3:25][O:26][C:27]([NH:29][C@@H:30]([CH:34]([CH3:36])[CH3:35])[C:31](O)=[O:32])=[O:28]>>[CH3:25][O:26][C:27](=[O:28])[NH:29][C@@H:30]([CH:34]([CH3:35])[CH3:36])[C:31]([NH:1][CH2:2][C:3]1[C:12]2[C:7](=[CH:8][CH:9]=[CH:10][CH:11]=2)[C:6](=[O:13])[N:5]([NH:14][C:15](=[O:24])[CH2:16][C:17]2[CH:18]=[CH:19][C:20]([Cl:23])=[CH:21][CH:22]=2)[N:4]=1)=[O:32]. Procedure details: The product of Example 42 and (S)-2-(methoxycarbonylamino)-3-methylbutanoic acid were treated using a method similar to that described in Example 56 to give the title compound. 1H NMR (300 MHz, DMSO-d6) δ ppm 11.59-11.62 (bs, 1H), 8.53 (d, J=5.5 Hz, 1H), 8.32 (dd, J=7.5, 1.7 Hz, 1H), 8.03 (d, J=7.1 Hz, 1H), 7.88-7.99 (m, 2H), 7.37-7.45 (m, 4H), 7.09-7.13 (m, 1H), 4.52-4.67 (m, 2H), 3.78-3.86 (m, 1H), 3.67 (s, 2H), 3.51 (s, 3H), 1.85-1.96 (m, 1H), 0.71-0.83 (d, 6H); MS (ESI+) M/Z 500 (M+H)+. Starting materials: CCCC[Sn](Cl)(Cl)CCCC, C1CCOC1, COC(=O)c1ccc(C=O)cc1, [SiH3]c1ccccc1, C1=Cc2ccccc2Nc2ccccc21. The product is COC(=O)c1ccc(CN2c3ccccc3C=Cc3ccccc32)cc1. As a reaction SMILES: [CH2:16]([Sn:17]([Cl:18])([Cl:19])[CH2:20][CH2:21][CH2:22][CH3:23])[CH2:24][CH2:25][CH3:26].[CH2:46]1[O:47][CH2:48][CH2:49][CH2:50]1.[CH:27](=[O:28])[c:29]1[cH:30][cH:31][c:32]([C:33](=[O:34])[O:35][CH3:36])[cH:37][cH:38]1.[c:39]1([SiH3:40])[cH:41][cH:42][cH:43][cH:44][cH:45]1.[cH:1]1[cH:2][cH:3][cH:4][c:5]2[c:11]1[CH:10]=[CH:9][c:8]1[c:7]([cH:15][cH:14][cH:13][cH:12]1)[NH:6]2>>[cH:1]1[cH:2][cH:3][cH:4][c:5]2[c:11]1[CH:10]=[CH:9][c:8]1[c:7]([cH:15][cH:14][cH:13][cH:12]1)[N:6]2[CH2:27][c:29]1[cH:30][cH:31][c:32]([C:33](=[O:34])[O:35][CH3:36])[cH:37][cH:38]1. Reactants: coenzyme Q10, [BH4-].[Na+] (NaBH4), 3,8-(OH)2-DBP, CC1=C(C(=O)C(=C(C1=O)OC)OC)C/C=C(\C)/CC/C=C(\C)/CC/C=C(\C)/CC/C=C(\C)/CC/C=C(\C)/CC/C=C(\C)/CC/C=C(\C)/CC/C=C(\C)/CC/C=C(\C)/CCC=C(C)C (CoQ10), 3,8-(OH)2-DBP. Product: CC1=C(C(=C(C(=C1O)OC)OC)O)C/C=C(\C)/CCC=C(C)C (CoQH2). RXN SMILES: [BH4-].[Na+].[CH3:3][C:4]1[C:10](=[O:11])[C:9]([O:12][CH3:13])=[C:8]([O:14][CH3:15])[C:6](=[O:7])[C:5]=1[CH2:16]/[CH:17]=[C:18](/[CH2:20][CH2:21]/[CH:22]=[C:23](/[CH2:25]C/C=C(/CC/C=C(/CC/C=C(/CC/C=C(/CC/C=C(/CC/C=C(/CC/C=C(/CCC=C(C)C)\C)\C)\C)\C)\C)\C)\C)\[CH3:24])\[CH3:19]>>[CH3:3][C:4]1[C:10]([OH:11])=[C:9]([O:12][CH3:13])[C:8]([O:14][CH3:15])=[C:6]([OH:7])[C:5]=1[CH2:16]/[CH:17]=[C:18](/[CH2:20][CH2:21][CH:22]=[C:23]([CH3:25])[CH3:24])\[CH3:19] |f:0.1|. Procedure details: Methanolic solution of coenzyme Q10 (1 mg/ml) was reduced by NaBH4 to pH 8 when the yellow solution became colorless. About 1 mg of 3,8-(OH)2-DBP was added to the solution and the mixture was analyzed by HPLC at different time intervals (0-80 min). A control CoQ10, without 3,8-(OH)2-DBP, was prepared similarly and analyzed at different time intervals (0-80 min). Reactants: Clc1cccc(Oc2ncccc2Br)c1, [Li]CCCC, COCc1nc2c(OC)ccc(C(=O)On3nnc4ccccc43)c2[nH]1, CCCCCC, [Cl-], [NH4+], C1CCOC1. Product: COCc1nc2c(C(=O)c3cccnc3Oc3cccc(Cl)c3)ccc(OC)c2[nH]1. RXN SMILES: [Br:1][c:2]1[c:3]([O:8][c:9]2[cH:10][c:11]([Cl:15])[cH:12][cH:13][cH:14]2)[n:4][cH:5][cH:6][cH:7]1.[CH2:16]([Li:17])[CH2:18][CH2:19][CH3:20].[CH3:21][O:22][c:23]1[cH:24][cH:25][c:26]([C:35](=[O:36])[O:37][n:38]2[c:39]3[cH:40][cH:41][cH:42][cH:43][c:44]3[n:45][n:46]2)[c:27]2[c:28]1[n:29][c:30]([CH2:32][O:33][CH3:34])[nH:31]2.[CH3:54][CH2:55][CH2:56][CH2:57][CH2:58][CH3:59].[Cl-:47].[NH4+:48].[O:49]1[CH2:50][CH2:51][CH2:52][CH2:53]1>>[c:2]1([C:35]([c:26]2[cH:25][cH:24][c:23]([O:22][CH3:21])[c:28]3[c:27]2[n:31][c:30]([CH2:32][O:33][CH3:34])[nH:29]3)=[O:36])[c:3]([O:8][c:9]2[cH:10][c:11]([Cl:15])[cH:12][cH:13][cH:14]2)[n:4][cH:5][cH:6][cH:7]1. The reactants are Cc1cccc(OCc2ccc(Br)cc2)n1, [Li]CCCC, CCOC(C)=O, C1CCOC1, O. The product is Cc1cccc(OCc2ccc(C=O)cc2)n1. Reaction SMILES: [Br:1][c:2]1[cH:3][cH:4][c:5]([CH2:6][O:7][c:8]2[n:9][c:10]([CH3:14])[cH:11][cH:12][cH:13]2)[cH:15][cH:16]1.[CH2:17]([Li:18])[CH2:19][CH2:20][CH3:21].[CH3:23][CH2:24][O:25][C:26](=[O:27])[CH3:28].[O:29]1[CH2:30][CH2:31][CH2:32][CH2:33]1.[OH2:22]>>[c:2]1([CH:24]=[O:25])[cH:3][cH:4][c:5]([CH2:6][O:7][c:8]2[n:9][c:10]([CH3:14])[cH:11][cH:12][cH:13]2)[cH:15][cH:16]1. The reactants are B, CCOCC, [Na+], C1CCOC1, C1CCOC1, CC(C)(C)OC(=O)N1CCC2(CC=CCO2)CC1, [OH-], O, OO. Product: CC(C)(C)OC(=O)N1CCC2(CCC(O)CO2)CC1. RXN SMILES: [BH3:6].[CH3:34][CH2:35][O:36][CH2:37][CH3:38].[Na+:26].[O:1]1[CH2:2][CH2:3][CH2:4][CH2:5]1.[O:29]1[CH2:30][CH2:31][CH2:32][CH2:33]1.[O:7]1[CH2:8][CH:9]=[CH:10][CH2:11][C:12]12[CH2:13][CH2:14][N:15]([C:18](=[O:19])[O:20][C:21]([CH3:22])([CH3:23])[CH3:24])[CH2:16][CH2:17]2.[OH-:25].[OH2:39].[OH:27][OH:28]>>[OH:1][CH:9]1[CH2:8][O:7][C:12]2([CH2:11][CH2:10]1)[CH2:13][CH2:14][N:15]([C:18](=[O:19])[O:20][C:21]([CH3:22])([CH3:23])[CH3:24])[CH2:16][CH2:17]2.